From a dataset of the Open Reaction Database (ORD), a public repository of structured organic reaction records. describe an organic reaction: reactants, conditions, products, and yield Reactants: CCOC(C)=O, CC(C)(C)OC(=O)NCCNc1c([N+](=O)[O-])cnc2cccnc12, [Pt]. The product is CC(C)(C)OC(=O)NCCNc1c(N)cnc2cccnc12. As a reaction SMILES: [CH3:26][CH2:27][O:28][C:29](=[O:30])[CH3:31].[N+:1]([O-:2])(=[O:3])[c:4]1[cH:5][n:6][c:7]2[cH:8][cH:9][cH:10][n:11][c:12]2[c:13]1[NH:14][CH2:15][CH2:16][NH:17][C:18]([O:19][C:20]([CH3:21])([CH3:22])[CH3:23])=[O:24].[Pt:25]>>[NH2:1][c:4]1[cH:5][n:6][c:7]2[cH:8][cH:9][cH:10][n:11][c:12]2[c:13]1[NH:14][CH2:15][CH2:16][NH:17][C:18]([O:19][C:20]([CH3:21])([CH3:22])[CH3:23])=[O:24]. The reactants are C([O-])([O-])=O.[K+].[K+] (Potassium carbonate), C(C)(C)(C)OC(=O)N1CCCCC1 (1-(tert-butoxycarbonyl)piperidine), CN1C(CCC1)=O (1-methyl-2-pyrrolidone), C(C1=CC=CC=C1)OC1=C(C(=O)NC2=C(C(=O)OC)C=CC(=C2)C2=CC=CC=C2)C=C(C=C1)OCCBr (methyl 2-(2-(benzyloxy)-5-(2-bromoethoxy)benzamido)-4-phenylbenzoate). The solvent is C(C)(=O)OCC (ethyl acetate), O (water). Conditions: temperature 90 celsius, time 45 minute. The product is C(C1=CC=CC=C1)OC1=C(C=C(OCCC2CCN(CC2)C(=O)OC(C)(C)C)C=C1)C(NC1=C(C=CC(=C1)C1=CC=CC=C1)C(=O)OC)=O (tert-butyl 4-(2-(4-(benzyloxy)-3-(2-(methoxycarbonyl)-5-phenylphenylcarbamoyl)phenoxy)ethyl)piperidine-1-carboxylate). The yield is 75.9%. RXN SMILES: C(=O)([O-])[O-].[K+].[K+].[C:7]([O:11][C:12]([N:14]1[CH2:19][CH2:18][CH2:17][CH2:16][CH2:15]1)=[O:13])([CH3:10])([CH3:9])[CH3:8].CN1CCCC1=O.[CH2:27]([O:34][C:35]1[CH:59]=[CH:58][C:57]([O:60][CH2:61][CH2:62]Br)=[CH:56][C:36]=1[C:37]([NH:39][C:40]1[CH:49]=[C:48]([C:50]2[CH:55]=[CH:54][CH:53]=[CH:52][CH:51]=2)[CH:47]=[CH:46][C:41]=1[C:42]([O:44][CH3:45])=[O:43])=[O:38])[C:28]1[CH:33]=[CH:32][CH:31]=[CH:30][CH:29]=1>C(OCC)(=O)C.O>[CH2:27]([O:34][C:35]1[CH:59]=[CH:58][C:57]([O:60][CH2:61][CH2:62][CH:17]2[CH2:18][CH2:19][N:14]([C:12]([O:11][C:7]([CH3:10])([CH3:8])[CH3:9])=[O:13])[CH2:15][CH2:16]2)=[CH:56][C:36]=1[C:37](=[O:38])[NH:39][C:40]1[CH:49]=[C:48]([C:50]2[CH:55]=[CH:54][CH:53]=[CH:52][CH:51]=2)[CH:47]=[CH:46][C:41]=1[C:42]([O:44][CH3:45])=[O:43])[C:28]1[CH:33]=[CH:32][CH:31]=[CH:30][CH:29]=1 |f:0.1.2|. Procedure details: Potassium carbonate (0.12 g) and 1-(tert-butoxycarbonyl)piperidine (0.15 g) were added to a 1-methyl-2-pyrrolidone (2.0 mL) solution of methyl 2-(2-(benzyloxy)-5-(2-bromoethoxy)benzamido)-4-phenylbenzoate (0.40 g), followed by stirring at 90° C. for 45 minutes. The reaction mixture was cooled to room temperature, and then water and ethyl acetate were added thereto. The organic layer was separated, washed with a saturated aqueous solution of sodium chloride, and dried over anhydrous sodium sulfat... Reactants: C(C)(C)(C)NC(=S)N[C@@H](CO)CC1CCCCC1 (N-(tert-butyl)-N′-[(1R)-1-cyclohexylmethyl-2-hydroxyethyl]thiourea), Cl (hydrochloric acid). Run at temperature 100 celsius. The product is Cl.C1(CCCCC1)C[C@H]1N=C(SC1)N ((+)-(4R)-4-cyclohexylmethyl-4,5-dihydro-1,3-thiazol-2-ylamine hydrochloride). RXN SMILES: C([NH:5][C:6]([NH:8][C@H:9]([CH2:12][CH:13]1[CH2:18][CH2:17][CH2:16][CH2:15][CH2:14]1)[CH2:10]O)=[S:7])(C)(C)C.[ClH:19]>>[ClH:19].[CH:13]1([CH2:12][C@@H:9]2[CH2:10][S:7][C:6]([NH2:5])=[N:8]2)[CH2:18][CH2:17][CH2:16][CH2:15][CH2:14]1 |f:2.3|. Reported procedure: The process is performed as in Example 1, starting with 2.9 g of N-(tert-butyl)-N′-[(1R)-1-cyclohexylmethyl-2-hydroxyethyl]thiourea in 28 cm3 of aqueous 6N hydrochloric acid by heating at a temperature in the region of 100° C. for 2 h 15 min. By means of an identical work-up, a solid is obtained which is purified by dissolution in 15 cm3 of water and extraction with 10 cm3 of dichloromethane. The aqueous phase is made alkaline by addition of 10 cm3 of 1N sodium hydroxide and is extracted with tw... The reactants are ClC1=CC=C(C=N1)C(=O)C=1C2=C(SC1C1=CC=C(C=C1)OC)C=CC=C2 (2-(4-methoxyphenyl)benzo[b]thiophen-3-yl 6-chloropyrid-3-yl ketone), OCCN1CCCC1 (1-(2-hydroxyethyl)pyrrolidine), Na, Na. The solvent is xylenes, xylenes. Yields the product N1(CCCC1)CCOC1=CC=C(C=N1)C(=O)C=1C2=C(SC1C1=CC=C(C=C1)OC)C=CC=C2 (2-(4-Methoxyphenyl)benzo[b]thiophen-3-yl 6-[2-(1-Pyrrolidinyl)ethoxy]pyrid-3-yl Ketone). Yield: 160.6%. Reaction SMILES: [OH:1][CH2:2][CH2:3][N:4]1[CH2:8][CH2:7][CH2:6][CH2:5]1.Cl[C:10]1[N:15]=[CH:14][C:13]([C:16]([C:18]2[C:19]3[CH:34]=[CH:33][CH:32]=[CH:31][C:20]=3[S:21][C:22]=2[C:23]2[CH:28]=[CH:27][C:26]([O:29][CH3:30])=[CH:25][CH:24]=2)=[O:17])=[CH:12][CH:11]=1>>[N:4]1([CH2:3][CH2:2][O:1][C:10]2[N:15]=[CH:14][C:13]([C:16]([C:18]3[C:19]4[CH:34]=[CH:33][CH:32]=[CH:31][C:20]=4[S:21][C:22]=3[C:23]3[CH:24]=[CH:25][C:26]([O:29][CH3:30])=[CH:27][CH:28]=3)=[O:17])=[CH:12][CH:11]=2)[CH2:8][CH2:7][CH2:6][CH2:5]1. Procedure: A solution of 0.50 mL (4.30 mmol) of 1-(2-hydroxyethyl)pyrrolidine in 10 mL of xylenes was treated with 50 mg (2.20 mmol) of Na. The mixture was heated to 50° C. until all the Na had disappeared, cooled to room temperature, and then treated with a solution of 420 mg (1.10 mmol) of 2-(4-methoxyphenyl)benzo[b]thiophen-3-yl 6-chloropyrid-3-yl ketone (Part A) in 5 mL of xylenes. The reaction was heated to 50° C. for 2 h and was evaporated in vacuo. The residue was partitioned between H2O (50 mL) and...